This data is from the Open Reaction Database (ORD), a public repository of structured organic reaction records. The task is: describe an organic reaction: reactants, conditions, products, and yield The reactants are COC(=O)CCCN, Cl, NC(=O)N1c2ccccc2CC(=O)c2ccccc21, Cc1ccccc1C. Product: COC(=O)CCCN=C1Cc2ccccc2N(C(N)=O)c2ccccc21. RXN SMILES: [CH3:21][O:22][C:23]([CH2:24][CH2:25][CH2:26][NH2:27])=[O:28].[ClH:20].[O:1]=[C:2]1[CH2:3][c:4]2[c:5]([cH:16][cH:17][cH:18][cH:19]2)[N:6]([C:13](=[O:14])[NH2:15])[c:7]2[c:8]1[cH:9][cH:10][cH:11][cH:12]2.[c:29]1([CH3:30])[c:31]([CH3:32])[cH:33][cH:34][cH:35][cH:36]1>>[C:2]1(=[N:27][CH2:26][CH2:25][CH2:24][C:23]([O:22][CH3:21])=[O:28])[CH2:3][c:4]2[c:5]([cH:16][cH:17][cH:18][cH:19]2)[N:6]([C:13](=[O:14])[NH2:15])[c:7]2[c:8]1[cH:9][cH:10][cH:11][cH:12]2. Starting materials: FC(F)CBr, O=C([O-])[O-], CCOC(C)=O, [Cl-], [Cs+], [Cs+], [Na+], CN(C)C=O, COC(=O)c1cnc(O)cn1. Yields the product COC(=O)c1cnc(OCC(F)F)cn1. Reaction SMILES: [Br:7][CH2:8][CH:9]([F:10])[F:11].[C:1](=[O:2])([O-:3])[O-:4].[CH3:30][CH2:31][O:32][C:33](=[O:34])[CH3:35].[Cl-:24].[Cs+:5].[Cs+:6].[Na+:23].[O:25]=[CH:26][N:27]([CH3:28])[CH3:29].[OH:12][c:13]1[n:14][cH:15][c:16]([C:19](=[O:20])[O:21][CH3:22])[n:17][cH:18]1>>[CH2:8]([CH:9]([F:10])[F:11])[O:12][c:13]1[n:14][cH:15][c:16]([C:19](=[O:20])[O:21][CH3:22])[n:17][cH:18]1. The reactants are CCOC(=O)Cn1nc(C(F)(F)C(F)(F)F)cc1C(C)(C)C, CC(C)(C)c1cc(C(F)(F)F)n(CC(=O)O)n1. Product: CC(C)(C)c1cc(C(F)(F)C(F)(F)F)nn1CC(=O)O. As a reaction SMILES: [C:1]([CH3:2])([CH3:3])([CH3:4])[c:5]1[cH:6][c:7]([C:16]([C:17]([F:18])([F:19])[F:20])([F:21])[F:22])[n:8][n:9]1[CH2:10][C:11](=[O:12])[O:13][CH2:14][CH3:15].[C:23]([c:24]1[cH:25][c:26]([C:27]([F:28])([F:29])[F:30])[n:31]([CH2:32][C:33]([OH:34])=[O:35])[n:36]1)([CH3:37])([CH3:38])[CH3:39]>>[C:1]([CH3:2])([CH3:3])([CH3:4])[c:5]1[cH:6][c:7]([C:16]([C:17]([F:18])([F:19])[F:20])([F:21])[F:22])[n:8][n:9]1[CH2:10][C:11](=[O:12])[OH:13]. Starting materials: CCC(CC)(c1ccc(C#CC2(O)CCSCC2)c(C)c1)c1ccc(-c2cncc(CC(=O)OC)c2)c(C)c1, CO, [Na+], C1CCOC1, [OH-]. Product: CCC(CC)(c1ccc(C#CC2(O)CCSCC2)c(C)c1)c1ccc(-c2cncc(CC(=O)O)c2)c(C)c1. As a reaction SMILES: [CH3:3][O:4][C:5]([CH2:6][c:7]1[cH:8][n:9][cH:10][c:11](-[c:13]2[c:14]([CH3:40])[cH:15][c:16]([C:19]([CH2:20][CH3:21])([c:22]3[cH:23][c:24]([CH3:37])[c:25]([C:28]#[C:29][C:30]4([OH:36])[CH2:31][CH2:32][S:33][CH2:34][CH2:35]4)[cH:26][cH:27]3)[CH2:38][CH3:39])[cH:17][cH:18]2)[cH:12]1)=[O:41].[CH3:47][OH:48].[Na+:2].[O:42]1[CH2:43][CH2:44][CH2:45][CH2:46]1.[OH-:1]>>[O:4]=[C:5]([CH2:6][c:7]1[cH:8][n:9][cH:10][c:11](-[c:13]2[c:14]([CH3:40])[cH:15][c:16]([C:19]([CH2:20][CH3:21])([c:22]3[cH:23][c:24]([CH3:37])[c:25]([C:28]#[C:29][C:30]4([OH:36])[CH2:31][CH2:32][S:33][CH2:34][CH2:35]4)[cH:26][cH:27]3)[CH2:38][CH3:39])[cH:17][cH:18]2)[cH:12]1)[OH:41]. The solvent is O (water), CN(C=O)C (N,N-dimethylformamide). Reported procedure: 20.0 g (67 mmol) of (S)-8-chloro-11,12,13,13a-tetrahydro-9-oxo-9H-imidazo[1,5-a]pyrrolo[2,1-c][1,4]benzodiazepine-1-carbonitrile and 10.06 g (134 mmol) of thioacetamide are heated to 90° together with 100 ml of dry N,N-dimethylformamide, whereupon the mixture is saturated with dry hydrogen chloride at this temperature for 5 hours. The mixture is cooled to room temperature and poured into 2.5 l of water. The mixture is neutralized to pH 7 with sodium hydroxide solution and the precipitated produc... Product: ClC1=CC=CC2=C1C(N1[C@H](C=3N2C=NC3C(N)=S)CCC1)=O ((S)-8-chloro-11,12,13,13a-tetrahydro-9-oxo-9H-imidazo[1,5-a]pyrrolo[2,1-c][1,4]benzodiazepine-1-carbothioamide). The reactants are [OH-].[Na+] (sodium hydroxide), ClC1=CC=CC2=C1C(N1[C@H](C=3N2C=NC3C#N)CCC1)=O ((S)-8-chloro-11,12,13,13a-tetrahydro-9-oxo-9H-imidazo[1,5-a]pyrrolo[2,1-c][1,4]benzodiazepine-1-carbonitrile), C(C)(=S)N (thioacetamide), Cl (hydrogen chloride). Reaction SMILES: [Cl:1][C:2]1[C:7]2[C:8](=[O:21])[N:9]3[CH2:20][CH2:19][CH2:18][C@H:10]3[C:11]3[N:12]([CH:13]=[N:14][C:15]=3[C:16]#[N:17])[C:6]=2[CH:5]=[CH:4][CH:3]=1.C(N)(=[S:24])C.Cl.[OH-].[Na+]>O.CN(C)C=O>[Cl:1][C:2]1[C:7]2[C:8](=[O:21])[N:9]3[CH2:20][CH2:19][CH2:18][C@H:10]3[C:11]3[N:12]([CH:13]=[N:14][C:15]=3[C:16](=[S:24])[NH2:17])[C:6]=2[CH:5]=[CH:4][CH:3]=1 |f:3.4|. The reactants are ClCCl, OCc1ccc2c(n1)NCCS2. Yields the product O=Cc1ccc2c(n1)NCCS2. RXN SMILES: [Cl:13][CH2:14][Cl:15].[S:1]1[c:2]2[c:3]([n:7][c:8]([CH2:11][OH:12])[cH:9][cH:10]2)[NH:4][CH2:5][CH2:6]1>>[S:1]1[c:2]2[c:3]([n:7][c:8]([CH:11]=[O:12])[cH:9][cH:10]2)[NH:4][CH2:5][CH2:6]1. Starting materials: CCOC(=O)CCc1cc(OCc2ccc(OCc3nc(-c4ccccc4)oc3C)cc2)nn1-c1ccccc1, CCO, Cl, [Na+], C1CCOC1, [OH-]. Product: Cc1oc(-c2ccccc2)nc1COc1ccc(COc2cc(CCC(=O)O)n(-c3ccccc3)n2)cc1. Reaction SMILES: [CH3:1][c:2]1[c:3]([CH2:13][O:14][c:15]2[cH:16][cH:17][c:18]([CH2:19][O:20][c:21]3[n:22][n:23](-[c:33]4[cH:34][cH:35][cH:36][cH:37][cH:38]4)[c:24]([CH2:26][CH2:27][C:28](=[O:29])[O:30][CH2:31][CH3:32])[cH:25]3)[cH:39][cH:40]2)[n:4][c:5](-[c:7]2[cH:8][cH:9][cH:10][cH:11][cH:12]2)[o:6]1.[CH3:49][CH2:50][OH:51].[ClH:48].[Na+:42].[O:43]1[CH2:44][CH2:45][CH2:46][CH2:47]1.[OH-:41]>>[CH3:1][c:2]1[c:3]([CH2:13][O:14][c:15]2[cH:16][cH:17][c:18]([CH2:19][O:20][c:21]3[n:22][n:23](-[c:33]4[cH:34][cH:35][cH:36][cH:37][cH:38]4)[c:24]([CH2:26][CH2:27][C:28](=[O:29])[OH:30])[cH:25]3)[cH:39][cH:40]2)[n:4][c:5](-[c:7]2[cH:8][cH:9][cH:10][cH:11][cH:12]2)[o:6]1.